Dataset: the Open Reaction Database (ORD), a public repository of structured organic reaction records. Task: describe an organic reaction: reactants, conditions, products, and yield The reactants are C1CCOC1, COc1ccc(CNc2nccs2)c(OC)c1, O=C(O)c1ccc(S(=O)(=O)Cl)c(F)c1. The product is COc1ccc(CN(c2nccs2)S(=O)(=O)c2ccc(C(=O)O)cc2F)c(OC)c1. RXN SMILES: [CH2:32]1[O:33][CH2:34][CH2:35][CH2:36]1.[CH3:1][O:2][c:3]1[c:4]([CH2:5][NH:6][c:7]2[s:8][cH:9][cH:10][n:11]2)[cH:12][cH:13][c:14]([O:16][CH3:17])[cH:15]1.[Cl:18][S:19](=[O:20])(=[O:21])[c:22]1[c:23]([F:31])[cH:24][c:25]([C:26](=[O:27])[OH:28])[cH:29][cH:30]1>>[CH3:1][O:2][c:3]1[c:4]([CH2:5][N:6]([c:7]2[s:8][cH:9][cH:10][n:11]2)[S:19](=[O:20])(=[O:21])[c:22]2[c:23]([F:31])[cH:24][c:25]([C:26](=[O:27])[OH:28])[cH:29][cH:30]2)[cH:12][cH:13][c:14]([O:16][CH3:17])[cH:15]1. The reactants are Cc1cc(CC(O)c2cccc(Br)n2)cc2cn(COCC[Si](C)(C)C)nc12, ClCCl, CCCCCC, O=C1NC(=O)c2ccccc21, c1ccc(P(c2ccccc2)c2ccccc2)cc1. Product: Cc1cc(CC(c2cccc(Br)n2)N2C(=O)c3ccccc3C2=O)cc2cn(COCC[Si](C)(C)C)nc12. Reaction SMILES: [Br:31][c:32]1[cH:33][cH:34][cH:35][c:36]([CH:38]([CH2:39][c:40]2[cH:41][c:42]3[cH:43][n:44]([CH2:50][O:51][CH2:52][CH2:53][Si:54]([CH3:55])([CH3:56])[CH3:57])[n:45][c:46]3[c:47]([CH3:49])[cH:48]2)[OH:58])[n:37]1.[CH2:59]([Cl:60])[Cl:61].[CH3:62][CH2:63][CH2:64][CH2:65][CH2:66][CH3:67].[O:1]=[C:2]1[NH:3][C:4](=[O:5])[c:6]2[cH:7][cH:8][cH:9][cH:10][c:11]21.[c:12]1([P:13]([c:14]2[cH:15][cH:16][cH:17][cH:18][cH:19]2)[c:20]2[cH:21][cH:22][cH:23][cH:24][cH:25]2)[cH:26][cH:27][cH:28][cH:29][cH:30]1>>[O:1]=[C:2]1[N:3]([CH:38]([c:36]2[cH:35][cH:34][cH:33][c:32]([Br:31])[n:37]2)[CH2:39][c:40]2[cH:41][c:42]3[cH:43][n:44]([CH2:50][O:51][CH2:52][CH2:53][Si:54]([CH3:55])([CH3:56])[CH3:57])[n:45][c:46]3[c:47]([CH3:49])[cH:48]2)[C:4](=[O:5])[c:6]2[cH:7][cH:8][cH:9][cH:10][c:11]21. The reactants are C(C)OC=1C=C2C(C(=CN(C2=NC1C)CC)C(=O)OCC)=O (ethyl 1,4-dihydro-6-ethoxy-1-ethyl-7-methyl-4-oxo-1,8-naphthyridine-3-carboxylate), [Se](=O)=O (selenium dioxide). Run in C(Cl)(Cl)Cl (chloroform). The product is C(C)OC=1C=C2C(C(=CN(C2=NC1C=O)CC)C(=O)OCC)=O (ethyl 1,4-dihydro-6-ethoxy-1-ethyl-7-formyl-4-oxo-1,8-naphthyridine-3-carboxylate). Yield: 62.5%. Reaction SMILES: [CH2:1]([O:3][C:4]1[CH:5]=[C:6]2[C:11](=[N:12][C:13]=1[CH3:14])[N:10]([CH2:15][CH3:16])[CH:9]=[C:8]([C:17]([O:19][CH2:20][CH3:21])=[O:18])[C:7]2=[O:22])[CH3:2].[Se](=O)=[O:24]>C(Cl)(Cl)Cl>[CH2:1]([O:3][C:4]1[CH:5]=[C:6]2[C:11](=[N:12][C:13]=1[CH:14]=[O:24])[N:10]([CH2:15][CH3:16])[CH:9]=[C:8]([C:17]([O:19][CH2:20][CH3:21])=[O:18])[C:7]2=[O:22])[CH3:2]. Reported procedure: 20.2 g of the Compound VIII obtained as above was heated at 175°-185° C. under a nitrogen stream to melt and 10 g of selenium dioxide was added in several portions. Under a nitrogen stream, the mixture was reacted under the same conditions for 20 minutes. After allowing to cool, chloroform was added to the reaction mixture and the insoluble materials were removed by filtration and the filtrate was concentrated in vacuo. The resulting residue was recrystallized from ethanol to yield 13.2 g of eth... Reactants: CCCCCCCCOc1ccc(-c2ccc(Br)cc2)cc1, [Li]CCCC, CCCCCC, Fc1cccc(F)n1, C1CCOC1, c1ccccc1. Product: CCCCCCCCOc1ccc(-c2ccc(-c3cccc(F)n3)cc2)cc1. RXN SMILES: [Br:1][c:2]1[cH:3][cH:4][c:5](-[c:8]2[cH:9][cH:10][c:11]([O:14][CH2:15][CH2:16][CH2:17][CH2:18][CH2:19][CH2:20][CH2:21][CH3:22])[cH:12][cH:13]2)[cH:6][cH:7]1.[CH2:23]([Li:24])[CH2:25][CH2:26][CH3:27].[CH3:36][CH2:37][CH2:38][CH2:39][CH2:40][CH3:41].[F:28][c:29]1[n:30][c:31]([F:35])[cH:32][cH:33][cH:34]1.[O:48]1[CH2:49][CH2:50][CH2:51][CH2:52]1.[cH:42]1[cH:43][cH:44][cH:45][cH:46][cH:47]1>>[c:2]1(-[c:31]2[n:30][c:29]([F:28])[cH:34][cH:33][cH:32]2)[cH:3][cH:4][c:5](-[c:8]2[cH:9][cH:10][c:11]([O:14][CH2:15][CH2:16][CH2:17][CH2:18][CH2:19][CH2:20][CH2:21][CH3:22])[cH:12][cH:13]2)[cH:6][cH:7]1. Starting materials: COC=1C=C(C=O)C=CC1OC (3,4-dimethoxybenzaldehyde), [N+](=O)([O-])C (nitromethane), C(C)(=O)O (acetic acid), C(C)(=O)[O-].[NH4+] (ammonium acetate). The solvent is C(Cl)Cl (methylene chloride). Product: COC=1C=C(C=CC1OC)C=C[N+](=O)[O-] (2-(3,4-dimethoxypheny)-nitroethene). Isolated yield 53.7%. As a reaction SMILES: [CH3:1][O:2][C:3]1[CH:4]=[C:5]([CH:8]=[CH:9][C:10]=1[O:11][CH3:12])[CH:6]=O.C(O)(=O)C.C([O-])(=O)C.[NH4+].[N+:22]([CH3:25])([O-:24])=[O:23]>C(Cl)Cl>[CH3:1][O:2][C:3]1[CH:4]=[C:5]([CH:6]=[CH:25][N+:22]([O-:24])=[O:23])[CH:8]=[CH:9][C:10]=1[O:11][CH3:12] |f:2.3|. Procedure details: In a 250 mL flask was placed 42.45 g of 3,4-dimethoxybenzaldehyde (0.255 mole, 1 eq.), 64 mL of glacial acetic acid (4.0 M), 9.83 g of ammonium acetate (0.128 mole, 0.5 eq), and 15.2 mL of nitromethane (0.281 mole, 1.1 eq.). The mixture was stirred well and heated to reflux for 1.5 hour and allowed to cool to room temperature. The reaction mass solidified and was dissolved in methylene chloride (500 mL) and washed with water (2×400 mL). The organic layer was dried over anhydrous magnesium sulfat... Starting materials: BrC=1C=CC2=C(C=3N(CC(O2)C(C)(C)O)C=C(N3)C(=O)OC)C1 (racemic methyl 10-bromo-6-(2-hydroxypropan-2-yl)-5,6-dihydrobenzo[f]imidazo[1,2-d][1,4]oxazepine-2-carboxylate), CC1=CC(=NO1)[C@@](C)(C#C)O ((2R)-2-(5-methyl-1,2-oxazol-3-yl)but-3-yn-2-ol). The product is O[C@@](C#CC=1C=CC2=C(C=3N(CC(O2)C(C)(C)O)C=C(N3)C(=O)OC)C1)(C)C1=NOC(=C1)C (methyl 10-((R)-3-hydroxy-3-(5-methylisoxazol-3-yl)but-1-yn-1-yl)-6-(2-hydroxypropan-2-yl)-5,6-dihydrobenzo[f]imidazo[1,2-d][1,4]oxazepine-2-carboxylate). Reaction SMILES: Br[C:2]1[CH:3]=[CH:4][C:5]2[O:11][CH:10]([C:12]([OH:15])([CH3:14])[CH3:13])[CH2:9][N:8]3[CH:16]=[C:17]([C:19]([O:21][CH3:22])=[O:20])[N:18]=[C:7]3[C:6]=2[CH:23]=1.[CH3:24][C:25]1[O:29][N:28]=[C:27]([C@:30]([OH:34])([C:32]#[CH:33])[CH3:31])[CH:26]=1>>[OH:34][C@:30]([C:27]1[CH:26]=[C:25]([CH3:24])[O:29][N:28]=1)([CH3:31])[C:32]#[C:33][C:2]1[CH:3]=[CH:4][C:5]2[O:11][CH:10]([C:12]([OH:15])([CH3:14])[CH3:13])[CH2:9][N:8]3[CH:16]=[C:17]([C:19]([O:21][CH3:22])=[O:20])[N:18]=[C:7]3[C:6]=2[CH:23]=1. Reported procedure: Similar to as described in General Procedure G, racemic methyl 10-bromo-6-(2-hydroxypropan-2-yl)-5,6-dihydrobenzo[f]imidazo[1,2-d][1,4]oxazepine-2-carboxylate was reacted with (2R)-2-(5-methyl-1,2-oxazol-3-yl)but-3-yn-2-ol to give methyl 10-((R)-3-hydroxy-3-(5-methylisoxazol-3-yl)but-1-yn-1-yl)-6-(2-hydroxypropan-2-yl)-5,6-dihydrobenzo[f]imidazo[1,2-d][1,4]oxazepine-2-carboxylate. M+1=452. A solution of the above compound (100 mg, 0.22 mmol, 1.00 equiv) in methanol (Saturated with ammonia, 20 mL...